From a dataset of the Open Reaction Database (ORD), a public repository of structured organic reaction records. describe an organic reaction: reactants, conditions, products, and yield Reported procedure: A suspension of 8-iodo-3-methyl-2-(methylthio)quinazolin-4(3H)-one (700a; 15 g, 45.2 mmol) in 400 mL of DCM was set stirring at 0° C. before adding 3-chlorobenzoperoxoic acid (15.59 g of 77% max. Aldrich, 70 mmol) portion wise over 10 min. The ice bath was removed; and the reaction mixture was stirred at RT for 30 min. It was diluted with 200 mL of DCM, washed sequentially with ice cold 2×50 mL of saturated Na2CO3 followed by sat. Na2SO3 solution and 15 mL of brine. The organic solution was drie... RXN SMILES: [I:1][C:2]1[CH:3]=[CH:4][CH:5]=[C:6]2[C:11]=1[N:10]=[C:9](S(C)=O)[N:8]([CH3:15])[C:7]2=[O:16].IC1C=CC=C2C=1N=C(S(C)(=O)=[O:29])N(C)C2=O.O[Li].O>C1COCC1.O>[OH:29][C:9]1[N:8]([CH3:15])[C:7](=[O:16])[C:6]2[C:11](=[C:2]([I:1])[CH:3]=[CH:4][CH:5]=2)[N:10]=1 |f:2.3|. Isolated yield 94.0%. The product is OC1=NC2=C(C=CC=C2C(N1C)=O)I (2-hydroxy-8-iodo-3-methylquinazolin-4(3H)-one). Starting materials: crude material, solid ( 700b ), O[Li].O (LiOH—H2O), IC=1C=CC=C2C(N(C(=NC12)S(=O)C)C)=O (8-iodo-3-methyl-2-(methylsulfinyl)quinazolin-4(3H)-one), IC=1C=CC=C2C(N(C(=NC12)S(=O)(=O)C)C)=O (8-iodo-3-methyl-2-(methylsulfonyl)quinazolin-4(3H)-on). The solvent is C1CCOC1 (THF), O (water). Run at temperature 75 celsius, time 2.5 hour. The reactants are OC=1C=NC(=NC1)C1=CC=C(C=C1)OCCCCCOCC(F)(F)OC(C(OC(C(F)(F)F)(F)F)(F)F)(F)F (5-hydroxy-2-[4-(5-(2-(2-(pentafluoroethoxy)tetrafluoroethoxy)-2,2-difluoroethoxy)pentoxy)phenyl]pyrimidine), C(CCC)OCCCCCl (4-butoxybutyl chloride). The product is C(CCC)OCCCCOC=1C=NC(=NC1)C1=CC=C(C=C1)OCCCCCOCC(F)(F)OC(C(OC(C(F)(F)F)(F)F)(F)F)(F)F (5-(4-butoxybutoxy)-2-[4-(5-(2-(2-(pentafluoroethoxy)tetrafluoroethoxy)-2,2-difluoroethoxy)pentoxy)phenyl)pyrimidine). Reaction SMILES: [OH:1][C:2]1[CH:3]=[N:4][C:5]([C:8]2[CH:13]=[CH:12][C:11]([O:14][CH2:15][CH2:16][CH2:17][CH2:18][CH2:19][O:20][CH2:21][C:22]([O:25][C:26]([F:39])([F:38])[C:27]([F:37])([F:36])[O:28][C:29]([F:35])([F:34])[C:30]([F:33])([F:32])[F:31])([F:24])[F:23])=[CH:10][CH:9]=2)=[N:6][CH:7]=1.[CH2:40]([O:44][CH2:45][CH2:46][CH2:47][CH2:48]Cl)[CH2:41][CH2:42][CH3:43]>>[CH2:40]([O:44][CH2:45][CH2:46][CH2:47][CH2:48][O:1][C:2]1[CH:7]=[N:6][C:5]([C:8]2[CH:9]=[CH:10][C:11]([O:14][CH2:15][CH2:16][CH2:17][CH2:18][CH2:19][O:20][CH2:21][C:22]([O:25][C:26]([F:39])([F:38])[C:27]([F:36])([F:37])[O:28][C:29]([F:34])([F:35])[C:30]([F:31])([F:32])[F:33])([F:24])[F:23])=[CH:12][CH:13]=2)=[N:4][CH:3]=1)[CH2:41][CH2:42][CH3:43]. Reported procedure: The title compound was prepared essentially as in Example 12 by combining 5-hydroxy-2-[4-(5-(2-(2-(pentafluoroethoxy)tetrafluoroethoxy)-2,2-difluoroethoxy)pentoxy)phenyl]pyrimidine (3.0 g, 5.1 mmol) with 4-butoxybutyl chloride (1.0 g, 6.1 mmol). The reaction mixture was quenched with water, and the crude product was further purified by recrystallization from ethanol, followed by Kugelrohr distillation (230-40° C. at 0.5 torr), to provide a yield of 2.4 g. Starting materials: FC(C=1C=C(C=C(C1)C(F)(F)F)[C@@H]1[C@@H](N(C(O1)=O)CC1=C(C=CC(=C1)C(F)(F)F)I)C)(F)F ((4S,5R)-5-[3,5-bis(trifluoromethyl)phenyl]-3-[2-iodo-5-(trifluoromethyl)-benzyl]-4-methyl-1,3-oxazolidin-2-one), N1(N=CC=C1)C=1C=C(C=CC1)B(O)O (3-(1H-pyrazol-1-yl)phenyl boronic acid), C([O-])([O-])=O.[Na+].[Na+] (sodium carbonate), CCOC(=O)C (EtOAc). The reagents and catalysts are [Pd].C1(=CC=CC=C1)P(C1=CC=CC=C1)C1=CC=CC=C1.C1(=CC=CC=C1)P(C1=CC=CC=C1)C1=CC=CC=C1.C1(=CC=CC=C1)P(C1=CC=CC=C1)C1=CC=CC=C1.C1(=CC=CC=C1)P(C1=CC=CC=C1)C1=CC=CC=C1 (tetrakis(triphenylphosphine) palladium). Run in O.CCO.C1(=CC=CC=C1)C (water EtOH toluene), CCCCCC (hexane). Product: FC(C=1C=C(C=C(C1)C(F)(F)F)[C@@H]1[C@@H](N(C(O1)=O)CC1=C(C=CC(=C1)C(F)(F)F)C1=CC(=CC=C1)N1N=CC=C1)C)(F)F ((4S,5R)-5-[3,5-bis(trifluoromethyl)phenyl]-4-methyl-3-{[3′-(1H-pyrazol-1-yl)-4-(trifluoromethyl)biphenyl-2-yl]methyl}-1,3-oxazolidin-2-one). As a reaction SMILES: [F:1][C:2]([F:33])([F:32])[C:3]1[CH:4]=[C:5]([C@H:13]2[O:17][C:16](=[O:18])[N:15]([CH2:19][C:20]3[CH:25]=[C:24]([C:26]([F:29])([F:28])[F:27])[CH:23]=[CH:22][C:21]=3I)[C@H:14]2[CH3:31])[CH:6]=[C:7]([C:9]([F:12])([F:11])[F:10])[CH:8]=1.[N:34]1([C:39]2[CH:40]=[C:41](B(O)O)[CH:42]=[CH:43][CH:44]=2)[CH:38]=[CH:37][CH:36]=[N:35]1.C(=O)([O-])[O-].[Na+].[Na+].CCOC(C)=O>O.CCO.C1(C)C=CC=CC=1.[Pd].C1(P(C2C=CC=CC=2)C2C=CC=CC=2)C=CC=CC=1.C1(P(C2C=CC=CC=2)C2C=CC=CC=2)C=CC=CC=1.C1(P(C2C=CC=CC=2)C2C=CC=CC=2)C=CC=CC=1.C1(P(C2C=CC=CC=2)C2C=CC=CC=2)C=CC=CC=1.CCCCCC>[F:1][C:2]([F:33])([F:32])[C:3]1[CH:4]=[C:5]([C@H:13]2[O:17][C:16](=[O:18])[N:15]([CH2:19][C:20]3[CH:25]=[C:24]([C:26]([F:29])([F:28])[F:27])[CH:23]=[CH:22][C:21]=3[C:43]3[CH:42]=[CH:41][CH:40]=[C:39]([N:34]4[CH:38]=[CH:37][CH:36]=[N:35]4)[CH:44]=3)[C@H:14]2[CH3:31])[CH:6]=[C:7]([C:9]([F:12])([F:11])[F:10])[CH:8]=1 |f:2.3.4,6.7.8,9.10.11.12.13|. Procedure details: A mixture of (4S,5R)-5-[3,5-bis(trifluoromethyl)phenyl]-3-[2-iodo-5-(trifluoromethyl)-benzyl]-4-methyl-1,3-oxazolidin-2-one (0.05 g, 0.084 mmol), 3-(1H-pyrazol-1-yl)phenyl boronic acid (0.031 g, 0.167 mmol), tetrakis(triphenylphosphine) palladium (5% mol) and sodium carbonate (0.019 g, 0.18 mmol) in 7 ml of water/EtOH/toluene (1:2:4) was heated to reflux for 4 h. TLC (EtOAc:hexane/1:1) showed that the reaction was over. The solvents were removed. Water (10 ml) was added. The organic was extracte... Reactants: O=[N+]([O-])c1cc(C(F)F)cc([N+](=O)[O-])c1, O=Cc1cc([N+](=O)[O-])c(O)c([N+](=O)[O-])c1, c1ccccc1, c1ccc2[nH]cnc2c1. Yields the product O=[N+]([O-])c1cc(C(F)F)cc([N+](=O)[O-])c1O. RXN SMILES: [N+:10](=[O:11])([O-:12])[c:13]1[cH:14][c:15]([N+:22](=[O:23])[O-:24])[cH:16][c:17]([CH:19]([F:20])[F:21])[cH:18]1.[N+:25](=[O:26])([c:27]1[cH:28][c:29]([CH:37]=[O:38])[cH:30][c:31]([N+:32]([O-:33])=[O:34])[c:35]1[OH:36])[O-:39].[cH:40]1[cH:41][cH:42][cH:43][cH:44][cH:45]1.[n:1]1[c:2]2[cH:3][cH:4][cH:5][cH:6][c:7]2[nH:8][cH:9]1>>[N+:10](=[O:11])([O-:12])[c:13]1[c:14]([OH:26])[c:15]([N+:22](=[O:23])[O-:24])[cH:16][c:17]([CH:19]([F:20])[F:21])[cH:18]1. The reactants are C1(CCCC1)N1C=C(C2=C1N=CN=C2N)I (7-Cyclopentyl-5-iodo-7H-pyrrolo[2,3-d]pyrimidin-4-ylamine), CN1CCOCC1 (N-methylmorphline), C(C)(C)(C)OC(NC1=CC(=CC=C1)S)=O ((3-Mercapto-phenyl)-carbamic acid tert-butyl ester). The reagents and catalysts are [Cu]I (CuI). Run in CN(C)C=O (DMF). Run at temperature 110 celsius. Product: C(C)(C)(C)OC(NC1=CC(=CC=C1)SC1=CN(C=2N=CN=C(C21)N)C2CCCC2)=O ([3-(4-Amino-7-cyclopentyl-7H-pyrrolo[2,3-d]pyrimidin-5-ylsulfanyl)-phenyl]-carbamic acid tert-butyl ester). Isolated yield 85.0%. As a reaction SMILES: [CH:1]1([N:6]2[C:10]3[N:11]=[CH:12][N:13]=[C:14]([NH2:15])[C:9]=3[C:8](I)=[CH:7]2)[CH2:5][CH2:4][CH2:3][CH2:2]1.CN1CCOCC1.[C:24]([O:28][C:29](=[O:38])[NH:30][C:31]1[CH:36]=[CH:35][CH:34]=[C:33]([SH:37])[CH:32]=1)([CH3:27])([CH3:26])[CH3:25]>[Cu]I.CN(C=O)C>[C:24]([O:28][C:29](=[O:38])[NH:30][C:31]1[CH:36]=[CH:35][CH:34]=[C:33]([S:37][C:8]2[C:9]3[C:14]([NH2:15])=[N:13][CH:12]=[N:11][C:10]=3[N:6]([CH:1]3[CH2:5][CH2:4][CH2:3][CH2:2]3)[CH:7]=2)[CH:32]=1)([CH3:27])([CH3:25])[CH3:26]. Procedure: To a round bottom flask with DMF (5 mL), was added 7-Cyclopentyl-5-iodo-7H-pyrrolo[2,3-d]pyrimidin-4-ylamine, CuI, N-methylmorphline and (3-Mercapto-phenyl)-carbamic acid tert-butyl ester. The reaction was heated at 110° C. overnight. After cooling to room temperature, the reaction mixture was extracted with EtOAc (80 mL) and saturated sodium bicarbonate solution (60 ml). The organic layer was washed with water, brine, dried over sodium sulfate and concentrated. Purification through flash column... Reactants: C1CN(CC2CC2)CCN1, CC(C)(C)CCNC(=O)c1ccc(OC(=O)Cl)cc1, ClCCl. Product: CC(C)(C)CCNC(=O)c1ccc(OC(=O)N2CCN(CC3CC3)CC2)cc1. As a reaction SMILES: [CH:1]1([CH2:4][N:5]2[CH2:6][CH2:7][NH:8][CH2:9][CH2:10]2)[CH2:2][CH2:3]1.[Cl:11][C:12](=[O:13])[O:14][c:15]1[cH:16][cH:17][c:18]([C:21]([NH:22][CH2:23][CH2:24][C:25]([CH3:26])([CH3:27])[CH3:28])=[O:29])[cH:19][cH:20]1.[Cl:30][CH2:31][Cl:32]>>[CH:1]1([CH2:4][N:5]2[CH2:6][CH2:7][N:8]([C:12](=[O:13])[O:14][c:15]3[cH:16][cH:17][c:18]([C:21]([NH:22][CH2:23][CH2:24][C:25]([CH3:26])([CH3:27])[CH3:28])=[O:29])[cH:19][cH:20]3)[CH2:9][CH2:10]2)[CH2:2][CH2:3]1. Starting materials: C(C)NC(C)=O (N-Ethyl-acetamide), [H-].[Na+] (sodium hydride), O (water), CC=1N=C(OC1)S(=O)CC1=CC=CC=C1 (4-methyl-2-phenylmethylsulphinyloxazole). Solvent: CN(C=O)C (dimethylformamide). Run at temperature 50 celsius, time 5 hour. The product is C(C)N(C(C)=O)C=1OC=C(N1)C (2-(N-Ethyl-acetamido)-4-methyloxazole). Reaction SMILES: [CH2:1]([NH:3][C:4](=[O:6])[CH3:5])[CH3:2].[H-].[Na+].[CH3:9][C:10]1[N:11]=[C:12](S(CC2C=CC=CC=2)=O)[O:13][CH:14]=1.O>CN(C)C=O>[CH2:1]([N:3]([C:12]1[O:13][CH:14]=[C:10]([CH3:9])[N:11]=1)[C:4](=[O:6])[CH3:5])[CH3:2] |f:1.2|. Reported procedure: N-Ethyl-acetamide (1.18 g, 0.0135 m) in dry dimethylformamide (10 ml) was stirred at room temperature under nitrogen during the portionwise addition of 50% sodium hydride/oil dispersion (0.65 g, 0.0135 m). After the addition, the mixture was warmed to 50° C. and then 4-methyl-2-phenylmethylsulphinyloxazole (3.0 g, 0.0135 m) was added. The mixture was stirred at 50° C. for 5 hours and then hydrolysed with water. The solvent was evaporated in vacuo and the residue extracted with diethyl ether. Col... Reactants: N#N (N2), Cl.NC1=C(C=CC=C1)B(O)O (2-amino-benzeneboronic acid hydrochloride), C(C)O (Ethanol), Na2CO3 decahydrate, COC(CC=1SC(=CC1)Br)=O ((5-bromo-thiophen-2-yl)-acetic acid methyl ester). The reagents and catalysts are [Pd].C1(=CC=CC=C1)P(C1=CC=CC=C1)C1=CC=CC=C1.C1(=CC=CC=C1)P(C1=CC=CC=C1)C1=CC=CC=C1.C1(=CC=CC=C1)P(C1=CC=CC=C1)C1=CC=CC=C1.C1(=CC=CC=C1)P(C1=CC=CC=C1)C1=CC=CC=C1 (tetrakis-(triphenylphosphine)-palladium(0)). Solvent: C1(=CC=CC=C1)C (toluene), O (water), C1(=CC=CC=C1)C (toluene). Conditions: temperature 100 celsius, time 22 hour. Yields the product COC(CC=1SC(=CC1)C1=C(C=CC=C1)N)=O ([5-(2-Amino-phenyl)-thiophen-2-yl]acetic acid methyl ester). Isolated yield 51.3%. Reaction SMILES: N#N.C(O)C.Cl.[NH2:7][C:8]1[CH:13]=[CH:12][CH:11]=[CH:10][C:9]=1B(O)O.[CH3:17][O:18][C:19](=[O:27])[CH2:20][C:21]1[S:22][C:23](Br)=[CH:24][CH:25]=1>O.C1(C)C=CC=CC=1.[Pd].C1(P(C2C=CC=CC=2)C2C=CC=CC=2)C=CC=CC=1.C1(P(C2C=CC=CC=2)C2C=CC=CC=2)C=CC=CC=1.C1(P(C2C=CC=CC=2)C2C=CC=CC=2)C=CC=CC=1.C1(P(C2C=CC=CC=2)C2C=CC=CC=2)C=CC=CC=1>[CH3:17][O:18][C:19](=[O:27])[CH2:20][C:21]1[S:22][C:23]([C:9]2[CH:10]=[CH:11][CH:12]=[CH:13][C:8]=2[NH2:7])=[CH:24][CH:25]=1 |f:2.3,7.8.9.10.11|. Procedure details: (The following reaction is carried out in an N2 atmosphere.) Ethanol (3.7 mL), tetrakis-(triphenylphosphine)-palladium(0) (289 mg, 0.25 mmol) and Na2CO3 decahydrate (4.0 g, 14.0 mmol) dissolved in water (5.2 mL) are subsequently added to a solution of 2-amino-benzeneboronic acid hydrochloride (910 mg, 5.25 mmol) in toluene (52 mL). Degas the reaction mixture carefully (5 times) and flush with N2 again. A solution of (5-bromo-thiophen-2-yl)-acetic acid methyl ester (43) (1.17 g, 5.0 mmol) in tolu... The reactants are C(C)(C)(C)OC(=O)NC1=C(N=C(S1)C1=C(C=CC=C1F)F)C(=O)NC=1C=NN(C1N1C[C@@H](C[C@H](C1)F)NC(OC(C)(C)C)=O)C (tert-butyl (3R,5R)-1-(4-(5-(tert-butoxycarbonylamino)-2-(2,6-difluorophenyl)-thiazole-4-carboxamido)-1-methyl-1H-pyrazol-5-yl)-5-fluoropiperidin-3-ylcarbamate), N (ammonia). Solvent: Cl.CO (HCl MeOH), CO (MeOH). Run at time 20 hour. The product is NC1=C(N=C(S1)C1=C(C=CC=C1F)F)C(=O)NC=1C=NN(C1N1C[C@@H](C[C@H](C1)F)N)C (5-Amino-N-(5-((3R,5R)-3-amino-5-fluoropiperidin-1-yl)-1-methyl-1H-pyrazol-4-yl)-2-(2,6-difluorophenyl)thiazole-4-carboxamide). Isolated yield 74.2%. As a reaction SMILES: C(OC([NH:8][C:9]1[S:13][C:12]([C:14]2[C:19]([F:20])=[CH:18][CH:17]=[CH:16][C:15]=2[F:21])=[N:11][C:10]=1[C:22]([NH:24][C:25]1[CH:26]=[N:27][N:28]([CH3:45])[C:29]=1[N:30]1[CH2:35][C@H:34]([F:36])[CH2:33][C@@H:32]([NH:37]C(=O)OC(C)(C)C)[CH2:31]1)=[O:23])=O)(C)(C)C.N>Cl.CO.CO>[NH2:8][C:9]1[S:13][C:12]([C:14]2[C:15]([F:21])=[CH:16][CH:17]=[CH:18][C:19]=2[F:20])=[N:11][C:10]=1[C:22]([NH:24][C:25]1[CH:26]=[N:27][N:28]([CH3:45])[C:29]=1[N:30]1[CH2:35][C@H:34]([F:36])[CH2:33][C@@H:32]([NH2:37])[CH2:31]1)=[O:23] |f:2.3|. Procedure details: A mixture of tert-butyl (3R,5R)-1-(4-(5-(tert-butoxycarbonylamino)-2-(2,6-difluorophenyl)-thiazole-4-carboxamido)-1-methyl-1H-pyrazol-5-yl)-5-fluoropiperidin-3-ylcarbamate (150 mg, 0.23 mmol) in HCl/MeOH (10 mL) was stirred at ambient temperature for 20 hours and concentrated under reduced pressure to afford a residue. The residue was diluted with MeOH (10 mL), neutralized with 28% ammonia solution, and concentrated to give a crude product. The crude product was purified by preparative HPLC to g...